From a dataset of the Open Reaction Database (ORD), a public repository of structured organic reaction records. describe an organic reaction: reactants, conditions, products, and yield The reactants are CCN(c1cc(Br)cc(C(=O)NCc2c(C)cc(C)[nH]c2=O)c1C)C1CCOCC1, O=C([O-])[O-], O=Cc1ccc(B(O)O)cn1, [Na+], [Na+], C1COCCO1, O, O. The product is CCN(c1cc(-c2ccc(C=O)nc2)cc(C(=O)NCc2c(C)cc(C)[nH]c2=O)c1C)C1CCOCC1. As a reaction SMILES: [Br:1][c:2]1[cH:3][c:4]([N:22]([CH:23]2[CH2:24][CH2:25][O:26][CH2:27][CH2:28]2)[CH2:29][CH3:30])[c:5]([CH3:21])[c:6]([C:7](=[O:8])[NH:9][CH2:10][c:11]2[c:12](=[O:19])[nH:13][c:14]([CH3:18])[cH:15][c:16]2[CH3:17])[cH:20]1.[C:42](=[O:43])([O-:44])[O-:45].[CH:31](=[O:32])[c:33]1[cH:34][cH:35][c:36]([B:39]([OH:40])[OH:41])[cH:37][n:38]1.[Na+:46].[Na+:47].[O:49]1[CH2:50][CH2:51][O:52][CH2:53][CH2:54]1.[OH2:48].[OH2:55]>>[c:2]1(-[c:36]2[cH:35][cH:34][c:33]([CH:31]=[O:32])[n:38][cH:37]2)[cH:3][c:4]([N:22]([CH:23]2[CH2:24][CH2:25][O:26][CH2:27][CH2:28]2)[CH2:29][CH3:30])[c:5]([CH3:21])[c:6]([C:7](=[O:8])[NH:9][CH2:10][c:11]2[c:12](=[O:19])[nH:13][c:14]([CH3:18])[cH:15][c:16]2[CH3:17])[cH:20]1. Starting materials: C(C)OC(C(O)C1N(CCN(C1=O)C1=CC=C(C=C1)C)C(=O)OCC1=CC=CC=C1)=O (benzyl 2-(2-ethoxy-1-hydroxy-2-oxo-ethyl)-3-oxo-4-(p-tolyl)piperazine-1-carboxylate). Solvent: CCO (EtOH). Product: OC(C(=O)OCC)C1NCCN(C1=O)C1=CC=C(C=C1)C (ethyl 2-hydroxy-2-[3-oxo-4-(p-tolyl)piperazin-2-yl]acetate). Yield: 97.3%. Reaction SMILES: [CH2:1]([O:3][C:4](=[O:31])[CH:5]([CH:7]1[C:12](=[O:13])[N:11]([C:14]2[CH:19]=[CH:18][C:17]([CH3:20])=[CH:16][CH:15]=2)[CH2:10][CH2:9][N:8]1C(OCC1C=CC=CC=1)=O)[OH:6])[CH3:2]>CCO>[OH:6][CH:5]([CH:7]1[C:12](=[O:13])[N:11]([C:14]2[CH:15]=[CH:16][C:17]([CH3:20])=[CH:18][CH:19]=2)[CH2:10][CH2:9][NH:8]1)[C:4]([O:3][CH2:1][CH3:2])=[O:31]. Procedure: According to the Step 33-1 in synthetic method for EXAMPLE 33, compound 109-1 (0.3 g) with EtOH was used instead of EXAMPLE 32 to obtain compound 109-2 (0.2 g) as a pale yellow amorphous solid.